From a dataset of the Open Reaction Database (ORD), a public repository of structured organic reaction records. describe an organic reaction: reactants, conditions, products, and yield The reactants are Cc1ccccc1, CC1NCCc2ccccc21, O=C(Cl)CCl. Product: CC1c2ccccc2CCN1C(=O)CCl. RXN SMILES: [CH3:17][c:18]1[cH:19][cH:20][cH:21][cH:22][cH:23]1.[CH3:1][CH:2]1[NH:3][CH2:4][CH2:5][c:6]2[cH:7][cH:8][cH:9][cH:10][c:11]21.[Cl:12][CH2:13][C:14](=[O:15])[Cl:16]>>[CH3:1][CH:2]1[N:3]([C:14]([CH2:13][Cl:12])=[O:15])[CH2:4][CH2:5][c:6]2[cH:7][cH:8][cH:9][cH:10][c:11]21. The reactants are [H][H], O=[N+]([O-])c1cccc2c1OCC2, C1CCOC1. Product: Nc1cccc2c1OCC2. As a reaction SMILES: [H:13][H:14].[N+:1]([O-:2])(=[O:3])[c:4]1[cH:5][cH:6][cH:7][c:8]2[c:12]1[O:11][CH2:10][CH2:9]2.[O:15]1[CH2:16][CH2:17][CH2:18][CH2:19]1>>[NH2:1][c:4]1[cH:5][cH:6][cH:7][c:8]2[c:12]1[O:11][CH2:10][CH2:9]2. The reactants are O=C(Cl)Cl, Clc1ccccc1, Cl, Nc1ccc(Oc2ccc(C(F)(F)F)cn2)cc1. Yields the product O=C=Nc1ccc(Oc2ccc(C(F)(F)F)cn2)cc1. As a reaction SMILES: [Cl:20][C:21]([Cl:22])=[O:23].[Cl:24][c:25]1[cH:26][cH:27][cH:28][cH:29][cH:30]1.[ClH:19].[F:1][C:2]([c:3]1[cH:4][cH:5][c:6]([O:9][c:10]2[cH:11][cH:12][c:13]([NH2:14])[cH:15][cH:16]2)[n:7][cH:8]1)([F:17])[F:18]>>[F:1][C:2]([c:3]1[cH:4][cH:5][c:6]([O:9][c:10]2[cH:11][cH:12][c:13]([N:14]=[C:21]=[O:23])[cH:15][cH:16]2)[n:7][cH:8]1)([F:17])[F:18]. The reactants are C(#N)C=1C=NC=CC1C1=CC=C(C=C1)CBr (3-cyano-4-(4-bromomethylphenyl)pyridine), solution, CC(=O)O (HOAc), CC1=C2C(=NC=C1)N=C(N2)CCC (7-methyl-2-propylimidazo [4,5-b]pyridine), [H-].[Na+] (NaH). Run in C(Cl)Cl (CH2Cl2), CN(C)C=O (DMF). Conditions: time 20 minute. The product is CC1=C2C(=NC=C1)N(C(=N2)CCC)CC2=CC=C(C=C2)C2=C(C=NC=C2)C#N (7-methyl-2-propyl-3-[[4-(3-cyanopyridin-4-yl)phenyl]methyl]imidazo[4,5-b]pyridine). As a reaction SMILES: [CH3:1][C:2]1[CH:7]=[CH:6][N:5]=[C:4]2[N:8]=[C:9]([CH2:11][CH2:12][CH3:13])[NH:10][C:3]=12.[H-].[Na+].[C:16]([C:18]1[CH:19]=[N:20][CH:21]=[CH:22][C:23]=1[C:24]1[CH:29]=[CH:28][C:27]([CH2:30]Br)=[CH:26][CH:25]=1)#[N:17].CC(O)=O>CN(C=O)C.C(Cl)Cl>[CH3:1][C:2]1[CH:7]=[CH:6][N:5]=[C:4]2[N:8]([CH2:30][C:27]3[CH:26]=[CH:25][C:24]([C:23]4[CH:22]=[CH:21][N:20]=[CH:19][C:18]=4[C:16]#[N:17])=[CH:29][CH:28]=3)[C:9]([CH2:11][CH2:12][CH3:13])=[N:10][C:3]=12 |f:1.2|. Procedure: To a solution of 7-methyl-2-propylimidazo[4,5-b]pyridine (170 mg, 1.0 mmol) from Step B in DMF at rt was added NaH (1.0 mmol). After 20 min, 3-cyano-4-(4-bromomethylphenyl)pyridine (1 mL of a 2M solution in CH2Cl2, 2 mmol) was added and the mixture was stirred at rt for 3 h. HOAc (100 μL) was added, the excess DMF was removed in vacuo then the crude product was isolated by extraction with EtOAc from brine. Purification by flash chromatography (100% EtOAc) gave the above titled compound as a glas... The reactants are CC(=O)NCCCS(=O)(=O)OCC(C)(C)C(OCc1ccccc1)C(=O)OCCOC(=O)OC1CCCCC1, CO, O=C1c2ccccc2C(=O)N1CCCS(=O)(=O)Cl. RXN SMILES: [C:1]([CH3:2])(=[O:3])[NH:4][CH2:5][CH2:6][CH2:7][S:8](=[O:9])(=[O:10])[O:11][CH2:12][C:13]([CH:14]([C:15](=[O:16])[O:17][CH2:18][CH2:19][O:20][C:21](=[O:22])[O:23][CH:24]1[CH2:25][CH2:26][CH2:27][CH2:28][CH2:29]1)[O:30][CH2:31][c:32]1[cH:33][cH:34][cH:35][cH:36][cH:37]1)([CH3:38])[CH3:39].[CH3:58][OH:59].[Cl:40][S:41]([CH2:42][CH2:43][CH2:44][N:45]1[C:46](=[O:47])[c:48]2[cH:49][cH:50][cH:51][cH:52][c:53]2[C:54]1=[O:55])(=[O:56])=[O:57]>>[C:1]([CH3:2])(=[O:3])[NH:4][CH2:5][CH2:6][CH2:7][S:8](=[O:9])(=[O:10])[O:11][CH2:12][C:13]([CH:14]([C:15](=[O:16])[O:17][CH2:18][CH2:19][O:20][C:21](=[O:22])[O:23][CH:24]1[CH2:25][CH2:26][CH2:27][CH2:28][CH2:29]1)[OH:30])([CH3:38])[CH3:39]. Product: CC(=O)NCCCS(=O)(=O)OCC(C)(C)C(O)C(=O)OCCOC(=O)OC1CCCCC1. The product is Clc1ccc(OCCBr)c(Cl)c1. As a reaction SMILES: [CH3:17][O:18][CH2:19][CH2:20][O:21][CH3:22].[Cl:1][c:2]1[c:3]([O:4][CH2:5][CH2:6][OH:7])[cH:8][cH:9][c:10]([Cl:12])[cH:11]1.[P:13]([Br:14])([Br:15])[Br:16]>>[Cl:1][c:2]1[c:3]([O:4][CH2:5][CH2:6][Br:14])[cH:8][cH:9][c:10]([Cl:12])[cH:11]1. Starting materials: COCCOC, OCCOc1ccc(Cl)cc1Cl, BrP(Br)Br. Reactants: CCN(C(C)C)C(C)C, ClCCl, O=C(Cl)c1cccc(C(F)(F)F)c1, Cc1cc(N)ccc1I. Product: Cc1cc(NC(=O)c2cccc(C(F)(F)F)c2)ccc1I. Reaction SMILES: [CH:10]([N:11]([CH2:12][CH3:13])[CH:14]([CH3:15])[CH3:16])([CH3:17])[CH3:18].[Cl:32][CH2:33][Cl:34].[F:19][C:20]([c:21]1[cH:22][c:23]([C:24](=[O:25])[Cl:26])[cH:27][cH:28][cH:29]1)([F:30])[F:31].[I:1][c:2]1[c:3]([CH3:9])[cH:4][c:5]([NH2:6])[cH:7][cH:8]1>>[I:1][c:2]1[c:3]([CH3:9])[cH:4][c:5]([NH:6][C:24]([c:23]2[cH:22][c:21]([C:20]([F:19])([F:30])[F:31])[cH:29][cH:28][cH:27]2)=[O:25])[cH:7][cH:8]1. Reactants: CCOC(=O)Nc1nc2cc(OC)ccc2nc1OC, c1ccc(N2CCNCC2)nc1. Yields the product COc1ccc2nc(OC)c(NC(=O)N3CCN(c4ccccn4)CC3)nc2c1. Reaction SMILES: [CH3:1][O:2][c:3]1[n:4][c:5]2[cH:6][cH:7][c:8]([O:19][CH3:20])[cH:9][c:10]2[n:11][c:12]1[NH:13][C:14]([O:15][CH2:16][CH3:17])=[O:18].[n:21]1[c:22]([N:27]2[CH2:28][CH2:29][NH:30][CH2:31][CH2:32]2)[cH:23][cH:24][cH:25][cH:26]1>>[CH3:1][O:2][c:3]1[n:4][c:5]2[cH:6][cH:7][c:8]([O:19][CH3:20])[cH:9][c:10]2[n:11][c:12]1[NH:13][C:14](=[O:18])[N:30]1[CH2:29][CH2:28][N:27]([c:22]2[n:21][cH:26][cH:25][cH:24][cH:23]2)[CH2:32][CH2:31]1. Starting materials: CC1(C2=C(C=C3N=C4C=CC=CC4=C13)C=C1C=CC(C=C12)C1=CC=CC=C1)C (12,12-dimethyl-10-phenyl-10,12-dihydroindeno[2,1-b]carbazole), CN(C)C=O (DMF), BrN1C(CCC1=O)=O (N-bromosuccinimide). The solvent is O (Water). Reaction conditions: time 9 hour. The product is BrC1=C2C=CC(C=C2C2=C1C=C1N=C3C=CC=CC3=C1C2(C)C)C2=CC=CC=C2 (7-bromo-12,12-dimethyl-10-phenyl-10,12-dihydroindeno[2,1-b]carbazole). Yield: 94.8%. Reaction SMILES: [CH3:1][C:2]1([CH3:28])[C:14]2[C:6]([N:7]=[C:8]3[C:13]=2[CH:12]=[CH:11][CH:10]=[CH:9]3)=[CH:5][C:4]2[CH:15]=[C:16]3[C:21]([C:3]1=2)=[CH:20][CH:19]([C:22]1[CH:27]=[CH:26][CH:25]=[CH:24][CH:23]=1)[CH:18]=[CH:17]3.CN(C=O)C.[Br:34]N1C(=O)CCC1=O>O>[Br:34][C:15]1[C:4]2[CH:5]=[C:6]3[C:14]([C:2]([CH3:28])([CH3:1])[C:3]=2[C:21]2[C:16]=1[CH:17]=[CH:18][CH:19]([C:22]1[CH:27]=[CH:26][CH:25]=[CH:24][CH:23]=1)[CH:20]=2)=[C:13]1[C:8]([CH:9]=[CH:10][CH:11]=[CH:12]1)=[N:7]3. Procedure: The resulting 12,12-dimethyl-10-phenyl-10,12-dihydroindeno[2,1-b]carbazole (7.5 g) and DMF (53 ml) were added to a reaction vessel. N-bromosuccinimide (3.72 g) was added under ice-cooled conditions, and the mixture was stirred for 9 hours and then left for one night. Water (260 ml) was added, and the mixture was subjected to filtration to obtain a brownish white powder of 7-bromo-12,12-dimethyl-10-phenyl-10,12-dihydroindeno[2,1-b]carbazole (8.67 g; yield 94.6%).